Dataset: the Open Reaction Database (ORD), a public repository of structured organic reaction records. Task: describe an organic reaction: reactants, conditions, products, and yield The reactants are NC1=C(C2(CC3=CC=CC=C13)CCCCC2)C(=O)OCC (Ethyl 4′-amino-1′H-spiro[cyclohexane-1,2′-naphthalene]-3′-carboxylate), C(C=C)N=C=S (allyl isothiocyanate), [OH-].[K+] (potassium hydroxide). The solvent is C(C)O (Ethanol), O (Water). Reaction conditions: temperature 85 celsius. The product is C(C=C)N1C(NC=2C3=C(CC4(CCCCC4)C2C1=O)C=CC=C3)=S (3-allyl-2-thioxo-2,3-dihydro-1H-spiro[benzo[h]quinazoline-5,1′-cyclohexan]-4(6H)-one). As a reaction SMILES: [NH2:1][C:2]1[C:11]2[C:6](=[CH:7][CH:8]=[CH:9][CH:10]=2)[CH2:5][C:4]2([CH2:16][CH2:15][CH2:14][CH2:13][CH2:12]2)[C:3]=1[C:17]([O:19]CC)=O.[CH2:22]([N:25]=[C:26]=[S:27])[CH:23]=[CH2:24].[OH-].[K+]>C(O)C.O>[CH2:22]([N:25]1[C:17](=[O:19])[C:3]2[C:4]3([CH2:16][CH2:15][CH2:14][CH2:13][CH2:12]3)[CH2:5][C:6]3[CH:7]=[CH:8][CH:9]=[CH:10][C:11]=3[C:2]=2[NH:1][C:26]1=[S:27])[CH:23]=[CH2:24] |f:2.3|. Procedure details: Ethyl 4′-amino-1′H-spiro[cyclohexane-1,2′-naphthalene]-3′-carboxylate 18 (Scheme 8, 1.66 g, 5.82 mmol) and allyl isothiocyanate (0.600 ml, 6.13 mmol) were dissolved in Ethanol (9.69 ml) and refluxed at 85° C. for 10 h. A solution of potassium hydroxide (0.653 g, 11.63 mmol) in Water (9.69 ml) was then added and the reaction mixture was refluxed for 3 h. The cooled r×n mixture was acidified to pH 3.0-3.5. The precipitate was filtered off, washed with water and recrystallized from butanol. Reactants: CN, CO, COC(=O)C(F)(CCC(F)(F)C(F)(F)F)S(=O)(=O)CCC(F)(F)F. Product: CNC(=O)C(F)(CCC(F)(F)C(F)(F)F)S(=O)(=O)CCC(F)(F)F. RXN SMILES: [CH3:25][NH2:26].[CH3:27][OH:28].[F:1][C:2]([C:3](=[O:4])[O:5][CH3:6])([CH2:7][CH2:8][C:9]([C:10]([F:11])([F:12])[F:13])([F:14])[F:15])[S:16](=[O:17])(=[O:18])[CH2:19][CH2:20][C:21]([F:22])([F:23])[F:24]>>[F:1][C:2]([C:3](=[O:4])[NH:26][CH3:25])([CH2:7][CH2:8][C:9]([C:10]([F:11])([F:12])[F:13])([F:14])[F:15])[S:16](=[O:17])(=[O:18])[CH2:19][CH2:20][C:21]([F:22])([F:23])[F:24]. Reactants: CCN(C(C)C)C(C)C, CCCP(=O)(O)O, O=C(O)c1nc(C2CC2)ccc1Nc1cncnc1, Nc1cc(-c2ccccn2)nn1C1CCCCC1. The product is O=C(Nc1cc(-c2ccccn2)nn1C1CCCCC1)c1nc(C2CC2)ccc1Nc1cncnc1. Reaction SMILES: [CH2:38]([N:39]([CH:40]([CH3:41])[CH3:42])[CH:43]([CH3:44])[CH3:45])[CH3:46].[CH2:47]([P:48]([OH:49])([OH:50])=[O:51])[CH2:52][CH3:53].[CH:1]1([c:4]2[cH:5][cH:6][c:7]([NH:13][c:14]3[cH:15][n:16][cH:17][n:18][cH:19]3)[c:8]([C:10](=[O:11])[OH:12])[n:9]2)[CH2:2][CH2:3]1.[CH:20]1([n:26]2[n:27][c:28](-[c:32]3[n:33][cH:34][cH:35][cH:36][cH:37]3)[cH:29][c:30]2[NH2:31])[CH2:21][CH2:22][CH2:23][CH2:24][CH2:25]1>>[CH:1]1([c:4]2[cH:5][cH:6][c:7]([NH:13][c:14]3[cH:15][n:16][cH:17][n:18][cH:19]3)[c:8]([C:10](=[O:12])[NH:31][c:30]3[n:26]([CH:20]4[CH2:21][CH2:22][CH2:23][CH2:24][CH2:25]4)[n:27][c:28](-[c:32]4[n:33][cH:34][cH:35][cH:36][cH:37]4)[cH:29]3)[n:9]2)[CH2:2][CH2:3]1. Starting materials: CCOC(=O)c1c(CC)n(C)n(-c2ccc(F)cc2)c1=O, CO, [Na+], C1CCOC1, [OH-]. Yields the product CCc1c(C(=O)O)c(=O)n(-c2ccc(F)cc2)n1C. As a reaction SMILES: [CH2:1]([CH3:2])[c:3]1[c:4]([C:17](=[O:18])[O:19][CH2:20][CH3:21])[c:5](=[O:16])[n:6](-[c:9]2[cH:10][cH:11][c:12]([F:15])[cH:13][cH:14]2)[n:7]1[CH3:8].[CH3:29][OH:30].[Na+:28].[O:22]1[CH2:23][CH2:24][CH2:25][CH2:26]1.[OH-:27]>>[CH2:1]([CH3:2])[c:3]1[c:4]([C:17](=[O:18])[OH:19])[c:5](=[O:16])[n:6](-[c:9]2[cH:10][cH:11][c:12]([F:15])[cH:13][cH:14]2)[n:7]1[CH3:8]. Reactants: COCCCCCC(=O)N1CCCC2=CC=CC=C12 (1-(6-methoxyhexanoyl)-1,2,3,4-tetrahydroquinoline), [H-].[Al+3].[Li+].[H-].[H-].[H-] (lithium aluminium hydride). Run in O (water), CCOCC (ether). The product is COCCCCCCN1CCCC2=CC=CC=C12 (6-methoxy-1-(1,2,3,4-tetrahydroquinolin-1-yl)hexane). As a reaction SMILES: [CH3:1][O:2][CH2:3][CH2:4][CH2:5][CH2:6][CH2:7][C:8]([N:10]1[C:19]2[C:14](=[CH:15][CH:16]=[CH:17][CH:18]=2)[CH2:13][CH2:12][CH2:11]1)=O.[H-].[Al+3].[Li+].[H-].[H-].[H-]>CCOCC.O>[CH3:1][O:2][CH2:3][CH2:4][CH2:5][CH2:6][CH2:7][CH2:8][N:10]1[C:19]2[C:14](=[CH:15][CH:16]=[CH:17][CH:18]=2)[CH2:13][CH2:12][CH2:11]1 |f:1.2.3.4.5.6|. Reported procedure: A solution of the above 1-(6-methoxyhexanoyl)-1,2,3,4-tetrahydroquinoline (2.7 g) in ether (200 ml) containing lithium aluminium hydride (9.9 g) was refluxed for 6 hours, then cooled and diluted with water. The ethereal solution was dried and evaporated and the residue was chromatographed on silica gel, eluting with 99:1 methylene chloride:methanol, so as to obtain the title compound as an oil. Reactants: O1C(=O)C=CC2=CC=CC=C12 (Coumarin), C(CCCCC)N (n-hexylamine), C1CCC2=NCCCN2CC1 (DBU). Conditions: time 10 day. The product is O1C(=O)C(=CC2=CC=CC=C12)N (coumarin monoamine), adduct. Isolated yield 92.1%. Reaction SMILES: [O:1]1[C:11]2[C:6](=[CH:7][CH:8]=[CH:9][CH:10]=2)[CH:5]=[CH:4][C:2]1=[O:3].C([NH2:18])CCCCC.C1CCN2C(=NCCC2)CC1>>[O:1]1[C:11]2[C:6](=[CH:7][CH:8]=[CH:9][CH:10]=2)[CH:5]=[C:4]([NH2:18])[C:2]1=[O:3]. Procedure: Coumarin (0.3775 g, 2.583 mmol), 2.0 equimolar of n-hexylamine (0.5324 g, 5.261 mmol) and 0.1 equimolar of DBU (0.0418 g, 0.275 mmol) were added and mixed in bulk. The mixture was reacted in an oven and kept at 50° C. for 10 days. The resultant crude mixture was separated by preparative Thin Layer Chromatography (TLC) (eluent: ethylacetate/n-hexane=1/4 (vol./vol.)) to give corresponding coumarin monoamine (1:2) adduct (0.8287 g, 2.378 mmol, yield=92%). The reactants are C1CCOC1, O=C(O)c1ccc(-c2ccc(Cl)cc2)o1, Cc1ccc(N)cc1-c1ccc(C(=O)NCC2CC2)cc1. Yields the product Cc1ccc(NC(=O)c2ccc(-c3ccc(Cl)cc3)o2)cc1-c1ccc(C(=O)NCC2CC2)cc1. RXN SMILES: [CH2:37]1[O:38][CH2:39][CH2:40][CH2:41]1.[Cl:22][c:23]1[cH:24][cH:25][c:26](-[c:29]2[cH:30][cH:31][c:32]([C:34](=[O:35])[OH:36])[o:33]2)[cH:27][cH:28]1.[NH2:1][c:2]1[cH:3][cH:4][c:5]([CH3:21])[c:6](-[c:8]2[cH:9][cH:10][c:11]([C:14](=[O:15])[NH:16][CH2:17][CH:18]3[CH2:19][CH2:20]3)[cH:12][cH:13]2)[cH:7]1>>[NH:1]([c:2]1[cH:3][cH:4][c:5]([CH3:21])[c:6](-[c:8]2[cH:9][cH:10][c:11]([C:14](=[O:15])[NH:16][CH2:17][CH:18]3[CH2:19][CH2:20]3)[cH:12][cH:13]2)[cH:7]1)[C:34]([c:32]1[cH:31][cH:30][c:29](-[c:26]2[cH:25][cH:24][c:23]([Cl:22])[cH:28][cH:27]2)[o:33]1)=[O:35]. Reactants: CC(C)(C)C(=O)NC1CCN(c2ccc3cc(C#N)ccc3n2)C1, CCO, ClCCl, Cl, NO, [Na+], [Na+], O=C([O-])[O-], O. Yields the product CC(C)(C)C(=O)NC1CCN(c2ccc3cc(C(=N)NO)ccc3n2)C1. RXN SMILES: [C:1](#[N:2])[c:3]1[cH:4][c:5]2[cH:6][cH:7][c:8]([N:13]3[CH2:14][CH:15]([NH:18][C:19]([C:20]([CH3:21])([CH3:22])[CH3:23])=[O:24])[CH2:16][CH2:17]3)[n:9][c:10]2[cH:11][cH:12]1.[CH3:35][CH2:36][OH:37].[Cl:38][CH2:39][Cl:40].[ClH:25].[NH2:26][OH:27].[Na+:28].[Na+:29].[O-:30][C:31](=[O:32])[O-:33].[OH2:34]>>[C:1](=[NH:2])([c:3]1[cH:4][c:5]2[cH:6][cH:7][c:8]([N:13]3[CH2:14][CH:15]([NH:18][C:19]([C:20]([CH3:21])([CH3:22])[CH3:23])=[O:24])[CH2:16][CH2:17]3)[n:9][c:10]2[cH:11][cH:12]1)[NH:26][OH:27].